Dataset: the Open Reaction Database (ORD), a public repository of structured organic reaction records. Task: describe an organic reaction: reactants, conditions, products, and yield Reaction SMILES: [CH3:14][C:15](=[O:16])[CH3:17].[OH:1][CH:2]1[CH2:3][CH2:4][CH:5]([CH:8]2[CH2:9][CH2:10][CH2:11][CH2:12][CH2:13]2)[CH2:6][CH2:7]1>>[O:1]=[C:2]1[CH2:3][CH2:4][CH:5]([CH:8]2[CH2:9][CH2:10][CH2:11][CH2:12][CH2:13]2)[CH2:6][CH2:7]1. The product is O=C1CCC(C2CCCCC2)CC1. Starting materials: CC(C)=O, OC1CCC(C2CCCCC2)CC1. Starting materials: C(C)(C)(C)OC(NCCCN)=O ((3-Amino-propyl)-carbamic acid tert-butyl ester), C(C1=CC=CC=C1)OC(=O)NCC(=O)O (N-benzyloxycarbonyl glycine), CN1CCOCC1 (N-methylmorpholine), CN(C)C(=[N+](C)C)ON1C2=C(C=CC=C2)N=N1.[B-](F)(F)(F)F (TBTU). Run in CN(C=O)C (dimethylformamide). Run at temperature 0 celsius, time 30 minute. Yields the product C(C)(C)(C)OC(NCCCNC(CNC(=O)OCC1=CC=CC=C1)=O)=O ([3-(2-Benzyloxycarbonylamino-acetylamino)-propyl]-carbamic Acid tert-Butyl Ester). As a reaction SMILES: [C:1]([O:5][C:6](=[O:12])[NH:7][CH2:8][CH2:9][CH2:10][NH2:11])([CH3:4])([CH3:3])[CH3:2].[CH2:13]([O:20][C:21]([NH:23][CH2:24][C:25](O)=[O:26])=[O:22])[C:14]1[CH:19]=[CH:18][CH:17]=[CH:16][CH:15]=1.CN1CCOCC1.CN(C(ON1N=NC2C=CC=CC1=2)=[N+](C)C)C.[B-](F)(F)(F)F>CN(C)C=O>[C:1]([O:5][C:6](=[O:12])[NH:7][CH2:8][CH2:9][CH2:10][NH:11][C:25](=[O:26])[CH2:24][NH:23][C:21]([O:20][CH2:13][C:14]1[CH:15]=[CH:16][CH:17]=[CH:18][CH:19]=1)=[O:22])([CH3:4])([CH3:2])[CH3:3] |f:3.4|. Procedure details: To 3 grams of (3-Amino-propyl)-carbamic acid tert-butyl ester in 15 ml of dimethylformamide was added 3 grams of N-benzyloxycarbonyl glycine, 4.7 mL of N-methylmorpholine and 5.06 grams of TBTU. The reaction was cooled to 0 degrees C. for 30 minutes then allowed to stir at room temperature overnight. The volatiles were removed under reduced pressure and the resulting material was dissolved in ethyl acetate and washed with 10% citric acid. The aqueous was extracted an additional two times with et... Starting materials: BrCc1ccccc1, CC(C)=O, Cl, [Na+], [OH-], O, OCc1ncccc1O. Yields the product OCc1ncccc1OCc1ccccc1. As a reaction SMILES: [Br:17][CH2:18][c:19]1[cH:20][cH:21][cH:22][cH:23][cH:24]1.[CH3:3][C:4](=[O:5])[CH3:6].[ClH:7].[Na+:2].[OH-:1].[OH2:25].[OH:8][c:9]1[c:10]([CH2:15][OH:16])[n:11][cH:12][cH:13][cH:14]1>>[O:8]([c:9]1[c:10]([CH2:15][OH:16])[n:11][cH:12][cH:13][cH:14]1)[CH2:18][c:19]1[cH:20][cH:21][cH:22][cH:23][cH:24]1. The reactants are Cl.NCC=1C=C2C(N(C(C2=CC1)=O)C1C(NC(CC1)=O)=O)=O (5-aminomethyl-2-(2,6-dioxo-piperidin-3-yl)-isoindole-1,3-dione hydrochloride), COC1=CC=C(C(=O)Cl)C=C1 (4-methoxy-benzoyl chloride), CCN(C(C)C)C(C)C (DIPEA). The solvent is CC#N (MeCN). Conditions: time 1 hour. Product: O=C1NC(CCC1N1C(C2=CC=C(C=C2C1=O)CNC(C1=CC=C(C=C1)OC)=O)=O)=O (N-[2-(2,6-dioxo-piperidin-3-yl)-1,3-dioxo-2,3-dihydro-1H-isoindol-5-ylmethyl]-4-methoxy-benzamide). Yield: 78.3%. Reaction SMILES: Cl.[NH2:2][CH2:3][C:4]1[CH:5]=[C:6]2[C:10](=[CH:11][CH:12]=1)[C:9](=[O:13])[N:8]([CH:14]1[CH2:19][CH2:18][C:17](=[O:20])[NH:16][C:15]1=[O:21])[C:7]2=[O:22].[CH3:23][O:24][C:25]1[CH:33]=[CH:32][C:28]([C:29](Cl)=[O:30])=[CH:27][CH:26]=1.CCN(C(C)C)C(C)C>CC#N>[O:21]=[C:15]1[CH:14]([N:8]2[C:7](=[O:22])[C:6]3[C:10](=[CH:11][CH:12]=[C:4]([CH2:3][NH:2][C:29](=[O:30])[C:28]4[CH:32]=[CH:33][C:25]([O:24][CH3:23])=[CH:26][CH:27]=4)[CH:5]=3)[C:9]2=[O:13])[CH2:19][CH2:18][C:17](=[O:20])[NH:16]1 |f:0.1|. Procedure: To a stirred mixture of 5-aminomethyl-2-(2,6-dioxo-piperidin-3-yl)-isoindole-1,3-dione hydrochloride (0.97 g, 3.00 mmol) and 4-methoxy-benzoyl chloride (0.51 g, 3.00 mmol) in MeCN (20 mL), was added DIPEA (1.05 mL, 6.00 mmol) at room temperature under nitrogen. After 1 h, the product was isolated by filtration, washed with MeCN (10 mL) and dried in vacuo to give N-[2-(2,6-dioxo-piperidin-3-yl)-1,3-dioxo-2,3-dihydro-1H-isoindol-5-ylmethyl]-4-methoxy-benzamide as a white solid (0.99 g, 79% yield):...